This data is from the Open Reaction Database (ORD), a public repository of structured organic reaction records. The task is: describe an organic reaction: reactants, conditions, products, and yield Starting materials: C1(CCCCC1)P(C1=C(C=CC=C1)C=1C(=C(C=CC1OC)S(=O)(=O)O[Na])OC)C1CCCCC1 ([3-(2-dicyclohexylphosphanylphenyl)-2,4-dinnethoxy-phenyl]sulfonyloxysodium), products, IC=1N=C(NC1)[C@H]1N(C[C@H](C1)C)C(=O)[C@H](C(C)C)NC(OC)=O (methyl N-[(1S)-1-[(2S,4S)-2-(4-iodo-1H-imidazol-2-yl)-4-methyl-pyrrolidine-1-carbonyl]-2-methyl-propyl]carbamate), IC1=CC2=C(NC(=N2)[C@H]2N(C[C@H](C2)C)C(=O)[C@H](C(C)C)NC(OC)=O)C=C1 (methyl N-[(1S)-1-[(2S,4S)-2-(5-iodo-1H-benzimidazol-2-yl)-4-methyl-pyrrolidine-1-carbonyl]-2-methyl-propyl]carbamate), CC1(OB(OC1(C)C)C1=CC2=C(S1)C=C(S2)B2OC(C(O2)(C)C)(C)C)C (4,4,5,5-tetramethyl-2-[5-(4,4,5,5-tetramethyl-1,3,2-dioxaborolan-2-yl)thieno[3,2-b]thiophen-2-yl]-1,3,2-dioxaborolane), C(=O)([O-])[O-].[K+].[K+] (K2CO3). Reagents/catalysts: CC(=O)[O-].CC(=O)[O-].[Pd+2] (Pd(OAc)2). The solvent is C(C)(=O)OCC (ethyl acetate), C(C)(C)O (isopropanol), O (H2O). Run at temperature 90 celsius. Yields the product COC(=O)N[C@H](C(=O)N1[C@@H](C[C@@H](C1)C)C1=NC2=C(N1)C=CC(=C2)C2=CC=1SC(=CC1S2)C=2N=C(NC2)[C@H]2N(C[C@H](C2)C)C(=O)[C@H](C(C)C)NC(OC)=O)C(C)C (Methyl N-[(1S)-1-[(2S,4S)-2-[4-[5-[2-[(2S,4S)-1-[(2S)-2-(methoxycarbonylamino)-3-methyl-butanoyl]-4-methyl-pyrrolidin-2-yl]-1H-benzimidazol-5-yl]thieno[3,2-b]thiophen-2-yl]-1H-imidazol-2-yl]-4-methyl-pyrrolidine-1-carbonyl]-2-methyl-propyl]carbamate). As a reaction SMILES: I[C:2]1[N:3]=[C:4]([C@@H:7]2[CH2:11][C@H:10]([CH3:12])[CH2:9][N:8]2[C:13]([C@@H:15]([NH:19][C:20](=[O:23])[O:21][CH3:22])[CH:16]([CH3:18])[CH3:17])=[O:14])[NH:5][CH:6]=1.I[C:25]1[CH:50]=[CH:49][C:28]2[NH:29][C:30]([C@@H:32]3[CH2:36][C@H:35]([CH3:37])[CH2:34][N:33]3[C:38]([C@@H:40]([NH:44][C:45](=[O:48])[O:46][CH3:47])[CH:41]([CH3:43])[CH3:42])=[O:39])=[N:31][C:27]=2[CH:26]=1.CC1(C)C(C)(C)OB([C:59]2[S:63][C:62]3[CH:64]=[C:65](B4OC(C)(C)C(C)(C)O4)[S:66][C:61]=3[CH:60]=2)O1.C([O-])([O-])=O.[K+].[K+].C1(P(C2CCCCC2)C2C=CC=CC=2C2C(OC)=C(S(O[Na])(=O)=O)C=CC=2OC)CCCCC1>C(O)(C)C.O.C(OCC)(=O)C.CC([O-])=O.CC([O-])=O.[Pd+2]>[CH3:47][O:46][C:45]([NH:44][C@@H:40]([CH:41]([CH3:43])[CH3:42])[C:38]([N:33]1[CH2:34][C@@H:35]([CH3:37])[CH2:36][C@H:32]1[C:30]1[NH:29][C:28]2[CH:49]=[CH:50][C:25]([C:65]3[S:66][C:61]4[CH:60]=[C:59]([C:2]5[N:3]=[C:4]([C@@H:7]6[CH2:11][C@H:10]([CH3:12])[CH2:9][N:8]6[C:13]([C@@H:15]([NH:19][C:20](=[O:23])[O:21][CH3:22])[CH:16]([CH3:18])[CH3:17])=[O:14])[NH:5][CH:6]=5)[S:63][C:62]=4[CH:64]=3)=[CH:26][C:27]=2[N:31]=1)=[O:39])=[O:48] |f:3.4.5,10.11.12|. Procedure details: To a degassed (vacuum/nitrogen flush) mixture of methyl N-[(1S)-1-[(2S,4S)-2-(4-iodo-1H-imidazol-2-yl)-4-methyl-pyrrolidine-1-carbonyl]-2-methyl-propyl]carbamate (153.5 mg, 0.3347 mmol), methyl N-[(1S)-1-[(2S,4S)-2-(5-iodo-1H-benzimidazol-2-yl)-4-methyl-pyrrolidine-1-carbonyl]-2-methyl-propyl]carbamate (162.1 mg, 0.3347 mmol), 4,4,5,5-tetramethyl-2-[5-(4,4,5,5-tetramethyl-1,3,2-dioxaborolan-2-yl)thieno[3,2-b]thiophen-2-yl]-1,3,2-dioxaborolane (125 mg, 0.3188 mmol) and K2CO3 (220.3 mg, 1.594 mmol... Reactants: CB(O)O (methylboronic acid), [F-].[Cs+] (cesium fluoride), C1(=CC=CC=C1)P(CCCCP(C1=CC=CC=C1)C1=CC=CC=C1)C1=CC=CC=C1 (1,4-bis(diphenylphosphino)butane), NC1=C(C(=NC(=C1F)Cl)C(=O)OC)Cl (methyl 4-amino-3,6-dichloro-5-fluoropyridine-2-carboxylate). The reagents and catalysts are C(C)(=O)[O-].[Pd+2].C(C)(=O)[O-] (Palladium acetate). The solvent is O (water), C(C)#N (acetonitrile), C(C)N(CC)CC (triethylamine). The product is NC1=C(C(=NC(=C1F)C)C(=O)OC)Cl (methyl 4-amino-3-chloro-5-fluoro-6-methylpyridine-2-carboxylate). Isolated yield 500.0%. Reaction SMILES: CB(O)O.[F-].[Cs+].[C:7]1(P(C2C=CC=CC=2)CCCCP(C2C=CC=CC=2)C2C=CC=CC=2)C=CC=CC=1.[NH2:37][C:38]1[C:43]([F:44])=[C:42](Cl)[N:41]=[C:40]([C:46]([O:48][CH3:49])=[O:47])[C:39]=1[Cl:50]>C(#N)C.C([O-])(=O)C.[Pd+2].C([O-])(=O)C.O.C(N(CC)CC)C>[NH2:37][C:38]1[C:43]([F:44])=[C:42]([CH3:7])[N:41]=[C:40]([C:46]([O:48][CH3:49])=[O:47])[C:39]=1[Cl:50] |f:1.2,6.7.8|. Procedure details: A solution of methylboronic acid (0.17 g, 2.93 mmol), cesium fluoride (0.95 g, 6.27 mmol), 1,4-bis(diphenylphosphino)butane (0.09 g, 0.21 mmol), methyl 4-amino-3,6-dichloro-5-fluoropyridine-2-carboxylate (0.50 g, 2.09 mmol) and triethylamine (1 mL) in acetonitrile (20 mL) was purged for 15 minutes with nitrogen. Palladium acetate (0.05 g, 0.21 mmol) was then added and the reaction mixture heated under reflux overnight. After cooling, water was added and the mixture extracted with ethyl acetate. ... The reactants are OCCCBr, CC(C)O, COc1cc(CCC(=O)c2sc(C)c3c2CC2C3C2(C)C)cc(Cl)c1O, [Na+], [OH-]. The product is COc1cc(CCC(=O)c2sc(C)c3c2CC2C3C2(C)C)cc(Cl)c1OCCCO. Reaction SMILES: [Br:27][CH2:28][CH2:29][CH2:30][OH:31].[CH:32]([OH:33])([CH3:34])[CH3:35].[Cl:1][c:2]1[cH:3][c:4]([CH2:11][CH2:12][C:13](=[O:14])[c:15]2[c:16]3[c:20]([c:21]([CH3:23])[s:22]2)[CH:19]2[CH:18]([CH2:17]3)[C:24]2([CH3:25])[CH3:26])[cH:5][c:6]([O:9][CH3:10])[c:7]1[OH:8].[Na+:37].[OH-:36]>>[Cl:1][c:2]1[cH:3][c:4]([CH2:11][CH2:12][C:13](=[O:14])[c:15]2[c:16]3[c:20]([c:21]([CH3:23])[s:22]2)[CH:19]2[CH:18]([CH2:17]3)[C:24]2([CH3:25])[CH3:26])[cH:5][c:6]([O:9][CH3:10])[c:7]1[O:8][CH2:28][CH2:29][CH2:30][OH:31]. The reactants are C(C)O (ethanol), C1OC2(CCC(=CC2)C2=CC=C(C=C2)CCC)OC1 (1,1-ethylenedioxy-4-(4-n-propylphenyl)-4-cyclohexene). Reagents/catalysts: [Pd] (palladium/carbon). Run in C1(=CC=CC=C1)C (toluene). Yields the product C1OC2(CCC(CC2)C2=CC=C(C=C2)CCC)OC1 (1,1-ethylenedioxy-4-(4-n-propylphenyl)cyclohexane). Isolated yield 104.2%. RXN SMILES: C(O)C.[CH2:4]1[CH2:22][O:21][C:6]2([CH2:11][CH:10]=[C:9]([C:12]3[CH:17]=[CH:16][C:15]([CH2:18][CH2:19][CH3:20])=[CH:14][CH:13]=3)[CH2:8][CH2:7]2)[O:5]1>[Pd].C1(C)C=CC=CC=1>[CH2:22]1[CH2:4][O:5][C:6]2([CH2:7][CH2:8][CH:9]([C:12]3[CH:13]=[CH:14][C:15]([CH2:18][CH2:19][CH3:20])=[CH:16][CH:17]=3)[CH2:10][CH2:11]2)[O:21]1. Reported procedure: To a mixed solution comprising 250 ml of ethanol and 250 ml of toluene was dissolved 80 g of the 1,1-ethylenedioxy-4-(4-n-propylphenyl)-4-cyclohexene, 5 g of palladium/carbon (5%) was added as catalyst thereto, and subjected to a catalytic reduction under hydrogen gas atmosphere. After finishing of the reaction, the catalyst was filtered off and the solvent was distilled off under a reduced pressure to obtain 84 g of 1,1-ethylenedioxy-4-(4-n-propylphenyl)cyclohexane.